Dataset: the Open Reaction Database (ORD), a public repository of structured organic reaction records. Task: describe an organic reaction: reactants, conditions, products, and yield Starting materials: ClCCl, CN(C)c1ccccn1, CN(C)C(=O)Cl, COC(=O)c1ccc(N)cc1, c1ccncc1. Product: COC(=O)c1ccc(NC(=O)N(C)C)cc1. RXN SMILES: [CH2:33]([Cl:34])[Cl:35].[CH3:18][N:19]([c:20]1[cH:21][cH:22][cH:23][cH:24][n:25]1)[CH3:26].[CH3:27][N:28]([C:29](=[O:30])[Cl:31])[CH3:32].[NH2:1][c:2]1[cH:3][cH:4][c:5]([C:6](=[O:7])[O:8][CH3:9])[cH:10][cH:11]1.[cH:12]1[cH:13][cH:14][n:15][cH:16][cH:17]1>>[NH:1]([c:2]1[cH:3][cH:4][c:5]([C:6](=[O:7])[O:8][CH3:9])[cH:10][cH:11]1)[C:29]([N:28]([CH3:27])[CH3:32])=[O:30].